Dataset: the Open Reaction Database (ORD), a public repository of structured organic reaction records. Task: describe an organic reaction: reactants, conditions, products, and yield Reactants: ClC1=CC=C(/C=C/S(=O)(=O)Cl)C=C1 ((E)-4-chlorostyrylsulfonyl chloride), ClC1=C(N)C=CC=C1 (2-chloroaniline). The product is ClC1=CC=C(/C=C/S(=O)(=O)NC2=C(C=CC=C2)Cl)C=C1 ((E)-4-chlorostyryl-N-2-chlorophenyl sulfonamide). Isolated yield 57.8%. RXN SMILES: [Cl:1][C:2]1[CH:13]=[CH:12][C:5](/[CH:6]=[CH:7]/[S:8](Cl)(=[O:10])=[O:9])=[CH:4][CH:3]=1.[Cl:14][C:15]1[CH:21]=[CH:20][CH:19]=[CH:18][C:16]=1[NH2:17]>>[Cl:1][C:2]1[CH:13]=[CH:12][C:5](/[CH:6]=[CH:7]/[S:8]([NH:17][C:16]2[CH:18]=[CH:19][CH:20]=[CH:21][C:15]=2[Cl:14])(=[O:10])=[O:9])=[CH:4][CH:3]=1. Procedure: A solution of (E)-4-chlorostyrylsulfonyl chloride (10 mmol) and 2-chloroaniline (10 mmol) was subjected to General Procedure 1, part B. The title compound, melting point 107-109° C., was obtained in 57.8% yield. Starting materials: FC(OC1=CC=C(C=C1)C1CC(CN(C1)C(=O)N1CCS(CC1)=O)C(=O)OC)F (methyl 5-[4-(difluoromethoxy)phenyl]-1-[(1-oxidothiomorpholin-4-yl)carbonyl]piperidine-3-carboxylate), CC(C)([O-])C.[K+] (potassium tert-butoxide). Yields the product FC(OC1=CC=C(C=C1)C1CC(CN(C1)C(=O)N1CCS(CC1)=O)C(=O)O)F (5-[4-(Difluoromethoxy)phenyl]-1-[(1-oxidothiomorpholin-4-yl)carbonyl]piperidine-3-carboxylic acid). Reaction SMILES: [F:1][CH:2]([F:29])[O:3][C:4]1[CH:9]=[CH:8][C:7]([CH:10]2[CH2:15][N:14]([C:16]([N:18]3[CH2:23][CH2:22][S:21](=[O:24])[CH2:20][CH2:19]3)=[O:17])[CH2:13][CH:12]([C:25]([O:27]C)=[O:26])[CH2:11]2)=[CH:6][CH:5]=1.CC(C)([O-])C.[K+]>>[F:29][CH:2]([F:1])[O:3][C:4]1[CH:5]=[CH:6][C:7]([CH:10]2[CH2:15][N:14]([C:16]([N:18]3[CH2:23][CH2:22][S:21](=[O:24])[CH2:20][CH2:19]3)=[O:17])[CH2:13][CH:12]([C:25]([OH:27])=[O:26])[CH2:11]2)=[CH:8][CH:9]=1 |f:1.2|. Reported procedure: According to General Method 4A, 2.7 g (6.3 mmol) of methyl 5-[4-(difluoromethoxy)phenyl]-1-[(1-oxidothiomorpholin-4-yl)carbonyl]piperidine-3-carboxylate were reacted with 7.1 g (63.3 mmol) of potassium tert-butoxide. The reaction mixture was concentrated under reduced pressure, and the residue was suspended in water and acidified with concentrated hydrochloric acid. The precipitate was filtered off, washed with water and dried under reduced pressure. Yield: 1.1 g (34% of theory) Reactants: Cc1nn(C)c(O)c1Sc1ccc(Cl)cc1, Cc1cc(C)nc(Cl)n1. Yields the product Cc1cc(C)nc(Oc2c(Sc3ccc(Cl)cc3)c(C)nn2C)n1. Reaction SMILES: [CH3:1][n:2]1[n:3][c:4]([CH3:16])[c:5]([S:8][c:9]2[cH:10][cH:11][c:12]([Cl:15])[cH:13][cH:14]2)[c:6]1[OH:7].[Cl:17][c:18]1[n:19][c:20]([CH3:25])[cH:21][c:22]([CH3:24])[n:23]1>>[CH3:1][n:2]1[n:3][c:4]([CH3:16])[c:5]([S:8][c:9]2[cH:10][cH:11][c:12]([Cl:15])[cH:13][cH:14]2)[c:6]1[O:7][c:18]1[n:19][c:20]([CH3:25])[cH:21][c:22]([CH3:24])[n:23]1.